From a dataset of the Open Reaction Database (ORD), a public repository of structured organic reaction records. describe an organic reaction: reactants, conditions, products, and yield The reactants are C(C)OC(COC1=C(C=C(C=C1)OCC=C)C(NCC1=C(C=C(C=C1)Br)F)=O)=O ([4-allyloxy-2-(4-bromo-2-fluoro-benzylcarbamoyl)-phenoxy]-acetic acid ethyl ester), Pd(Ph3)4, O1CCOCC1 (1,4-dioxane), N1CCCC1 (pyrrolidine). The solvent is C(C)(=O)OCC (ethyl acetate). Run at time 2 hour. The product is C(C)OC(COC1=C(C=C(C=C1)O)C(NCC1=C(C=C(C=C1)Br)F)=O)=O ([4-hydroxy-2-(4-bromo-2-fluoro-benzylcarbamoyl)-phenoxy]-acetic acid ethyl ester). Yield: 76.2%. Reaction SMILES: [CH2:1]([O:3][C:4](=[O:29])[CH2:5][O:6][C:7]1[CH:12]=[CH:11][C:10]([O:13]CC=C)=[CH:9][C:8]=1[C:17](=[O:28])[NH:18][CH2:19][C:20]1[CH:25]=[CH:24][C:23]([Br:26])=[CH:22][C:21]=1[F:27])[CH3:2].O1CCOCC1.N1CCCC1>C(OCC)(=O)C>[CH2:1]([O:3][C:4](=[O:29])[CH2:5][O:6][C:7]1[CH:12]=[CH:11][C:10]([OH:13])=[CH:9][C:8]=1[C:17](=[O:28])[NH:18][CH2:19][C:20]1[CH:25]=[CH:24][C:23]([Br:26])=[CH:22][C:21]=1[F:27])[CH3:2]. Procedure details: A solution of [4-allyloxy-2-(4-bromo-2-fluoro-benzylcarbamoyl)-phenoxy]-acetic acid ethyl ester (1.02 g, 2.40 mmol) and Pd(Ph3)4 (15 mg, 1.4 mol %) in a aq 1,4-dioxane solution (10 mL, 95% 1,4-dioxane) was treated with pyrrolidine (0.45 mL, 5.39 mmol) in a dropwise manner. After stirring for 2 h at room temperature, the solution was diluted with ethyl acetate and washed with aq 10% HCl, sat's aq NaCl, dried over Na2SO4, filtered and concentrated. The resulting crude solid was recrystallized with... The product is COc1cc(C(=O)N2CCC(CCOC(C)=O)(c3ccc(Cl)c(Cl)c3)C2)cc(OC)c1OC. Starting materials: COc1cc(C(=O)N2CCC(CCO)(c3ccc(Cl)c(Cl)c3)C2)cc(OC)c1OC, CC(=O)OC(C)=O, CN(C)c1ccncc1, CCOC(C)=O, ClCCl, c1ccncc1. RXN SMILES: [CH3:1][O:2][c:3]1[cH:4][c:5]([C:6](=[O:7])[N:8]2[CH2:9][C:10]([CH2:13][CH2:14][OH:15])([c:16]3[cH:17][c:18]([Cl:23])[c:19]([Cl:22])[cH:20][cH:21]3)[CH2:11][CH2:12]2)[cH:24][c:25]([O:29][CH3:30])[c:26]1[O:27][CH3:28].[CH3:40][C:41](=[O:42])[O:43][C:44](=[O:45])[CH3:46].[CH3:47][N:48]([CH3:49])[c:50]1[cH:51][cH:52][n:53][cH:54][cH:55]1.[CH3:56][CH2:57][O:58][C:59](=[O:60])[CH3:61].[Cl:37][CH2:38][Cl:39].[n:31]1[cH:32][cH:33][cH:34][cH:35][cH:36]1>>[CH3:1][O:2][c:3]1[cH:4][c:5]([C:6](=[O:7])[N:8]2[CH2:9][C:10]([CH2:13][CH2:14][O:15][C:41]([CH3:40])=[O:42])([c:16]3[cH:17][c:18]([Cl:23])[c:19]([Cl:22])[cH:20][cH:21]3)[CH2:11][CH2:12]2)[cH:24][c:25]([O:29][CH3:30])[c:26]1[O:27][CH3:28]. Starting materials: ClC=1N=NC(=CC1C)Cl (3,6-dichloro-4-methylpyridazine), COC1=C(CN)C=CC(=C1)OC (2,4-dimethoxybenzylamine). Run in CC(C)O (i-PrOH). Conditions: temperature 100 celsius. The product is ClC1=C(C=C(N=N1)NCC1=C(C=C(C=C1)OC)OC)C ((6-chloro-5-methyl-pyridazin-3-yl)-(2,4-dimethoxy-benzyl)-amine). The yield is 28.0%. RXN SMILES: [Cl:1][C:2]1[N:3]=[N:4][C:5](Cl)=[CH:6][C:7]=1[CH3:8].[CH3:10][O:11][C:12]1[CH:19]=[C:18]([O:20][CH3:21])[CH:17]=[CH:16][C:13]=1[CH2:14][NH2:15]>CC(O)C>[Cl:1][C:2]1[N:3]=[N:4][C:5]([NH:15][CH2:14][C:13]2[CH:16]=[CH:17][C:18]([O:20][CH3:21])=[CH:19][C:12]=2[O:11][CH3:10])=[CH:6][C:7]=1[CH3:8]. Procedure details: A mixture of 3,6-dichloro-4-methylpyridazine (1.35 g, 8.28 mmol) and 2,4-dimethoxybenzylamine (11.1 g, 66.3 mmol) in i-PrOH (5 ml) was heated in a microwave at 100° C. for 50 min. (30+20 min.). The mixture was concentrated and the residue was subjected to ISCO (120 g column, hexane 5 min., 0-55% EtOAc in hexane over 90 min. to give (6-chloro-5-methyl-pyridazin-3-yl)-(2,4-dimethoxy-benzyl)-amine (680 mg) plus the 6-methyl analog (320 mg). Reactants: NC1=C(C=CC(=C1)Br)O (2-amino-4-bromophenol), C(=O)(O)[O-].[Na+] (NaHCO3), ClCC(=O)Cl (2-chloroacetyl chloride). Run in CC(CC(C)=O)C (4-methylpentan-2-one), O (water). Reaction conditions: temperature 80 celsius, time 24 hour. Yields the product BrC=1C=CC2=C(NC(CO2)=O)C1 (6-bromo-4H-benzo[1,4]oxazin-3-one). Yield: 89.0%. Reaction SMILES: [NH2:1][C:2]1[CH:7]=[C:6]([Br:8])[CH:5]=[CH:4][C:3]=1[OH:9].C([O-])(O)=O.[Na+].Cl[CH2:16][C:17](Cl)=[O:18]>CC(C)CC(=O)C.O>[Br:8][C:6]1[CH:5]=[CH:4][C:3]2[O:9][CH2:16][C:17](=[O:18])[NH:1][C:2]=2[CH:7]=1 |f:1.2|. Reported procedure: To a solution of 2-amino-4-bromophenol (25 g, 133.0 mmol), NaHCO3 (22.4 g, 266.0 mmol) in 4-methylpentan-2-one (50 mL) and water (50 mL) at 0° C. was added 2-chloroacetyl chloride (10.0 mL, 200.0 mmol) dropwise. The reaction mixture was stirred at 80° C. for 24 h then cooled to ambient temperature and filtered. The filtrate was washed with water (3×10 mL) and dried over anhydrous Na2SO4. After filtration, the organic phase was evaporated to give 6-bromo-4H-benzo[1,4]oxazin-3-one as a white solid... Reactants: OC1=C(C(=NC2=C(C=CC=C12)C(F)(F)F)C(CC)O)C(=O)NC=1SC=CN1 (4-hydroxy-2-(1-hydroxypropyl)-N-(2-thiazolyl)-8-trifluoromethyl-3-quinoline carboxamide), C(CCCCCCCCCCC)(=O)O (lauric acid). Product: C(CCCCCCCCCCC)(=O)OCCC (propyl dodecanoate). RXN SMILES: O[C:2]1[C:11]2C(=C(C(F)(F)F)C=CC=2)N=C(C(O)CC)[C:3]=1C(NC1SC=CN=1)=O.[C:28]([OH:41])(=[O:40])[CH2:29][CH2:30][CH2:31][CH2:32][CH2:33][CH2:34][CH2:35][CH2:36][CH2:37][CH2:38][CH3:39]>>[C:28]([O:41][CH2:3][CH2:2][CH3:11])(=[O:40])[CH2:29][CH2:30][CH2:31][CH2:32][CH2:33][CH2:34][CH2:35][CH2:36][CH2:37][CH2:38][CH3:39]. Reported procedure: Using the procedure of Example 15, 5 g of 4-hydroxy-2-(1-hydroxypropyl)-N-(2-thiazolyl)-8-trifluoromethyl-3-quinoline carboxamide and 2.8 g of lauric acid were reacted to obtain 6 g of 1-(4-hydroxy-3-(2-thiazolylamino)-carbonyl]-8-(trifluoromethyl)-2-quinolinyl]-propyl dodecanoate melting at 158° C. The reactants are CN(C)CC1CCSC=2NC3=CC=CC=C3C21 (4-dimethylaminomethyl-2,3,4,9-tetrahydrothiopyrano[2,3-b]indole), suspension, [H-].[Na+] (sodium hydride), CN(C=O)C (dimethylformamide), C(C)(=O)Cl (acetyl chloride), [Cl-].[NH4+] (ammonium chloride). Reaction conditions: temperature 40 celsius, time 1 hour. Yields the product C(C)(=O)N1C2=C(C3=CC=CC=C13)C(CCS2)CCN(C)C (9-Acetyl-4-dimethylaminoethyl-2,3,4,9-tetrahydrothiopyrano[2,3-b]indole). The yield is 84.0%. Reaction SMILES: CN([CH2:4][CH:5]1[C:17]2[C:16]3[C:11](=[CH:12][CH:13]=[CH:14][CH:15]=3)[NH:10][C:9]=2[S:8][CH2:7][CH2:6]1)C.[H-].[Na+].[C:20](Cl)(=[O:22])[CH3:21].[Cl-].[NH4+].[CH3:26][N:27]([CH3:30])[CH:28]=O>>[C:20]([N:10]1[C:11]2[C:16](=[CH:15][CH:14]=[CH:13][CH:12]=2)[C:17]2[CH:5]([CH2:4][CH2:26][N:27]([CH3:30])[CH3:28])[CH2:6][CH2:7][S:8][C:9]1=2)(=[O:22])[CH3:21] |f:1.2,4.5|. Procedure: To a solution of 4-dimethylaminomethyl-2,3,4,9-tetrahydrothiopyrano[2,3-b]indole (246 mg) in dimethylformamide (4 ml) is added a 50% suspension (72 mg) of sodium hydride in mineral oil. The mixture is stirred at 40° C. for 30 minutes and further at room temperature for 1 hour after addition of acetyl chloride (95 mg) under ice-cooling and a cold aqueous solution of ammonium chloride is added thereto followed by extraction with chloroform. The extract is washed with water, dried and evaporated. T... Reactants: O=c1[nH]nc(Cl)cc1Br, O=C([O-])[O-], CN(C)C=O, [Cs+], [Cs+], CI. Product: Cn1nc(Cl)cc(Br)c1=O. Reaction SMILES: [Br:1][c:2]1[c:3](=[O:9])[nH:4][n:5][c:6]([Cl:8])[cH:7]1.[C:10](=[O:11])([O-:12])[O-:13].[CH3:18][N:19]([CH3:20])[CH:21]=[O:22].[Cs+:14].[Cs+:15].[I:16][CH3:17]>>[Br:1][c:2]1[c:3](=[O:9])[n:4]([CH3:10])[n:5][c:6]([Cl:8])[cH:7]1. The reactants are FC=1C=C(C=CC1)C1=NNC2=CC=C(C=C12)CC#N (2-[3-(3-fluorophenyl)-1H-5-indazolyl]acetonitrile), C(C)(=O)OCC (ethyl acetate). Solvent: S(O)(O)(=O)=O (sulfuric acid), O (water). Product: FC=1C=C(C=CC1)C1=NNC2=CC=C(C=C12)CC(=O)O (2-[3-(3-Fluorophenyl)-1H-5-indazolyl]acetic acid). Reaction SMILES: [F:1][C:2]1[CH:3]=[C:4]([C:8]2[C:16]3[C:11](=[CH:12][CH:13]=[C:14](CC#N)[CH:15]=3)[NH:10][N:9]=2)[CH:5]=[CH:6][CH:7]=1.[C:20]([O:23]CC)(=[O:22])[CH3:21]>O.S(=O)(=O)(O)O>[F:1][C:2]1[CH:3]=[C:4]([C:8]2[C:16]3[C:11](=[CH:12][CH:13]=[C:14]([CH2:21][C:20]([OH:23])=[O:22])[CH:15]=3)[NH:10][N:9]=2)[CH:5]=[CH:6][CH:7]=1. Procedure: 50 mg of 2-[3-(3-fluorophenyl)-1H-5-indazolyl]acetonitrile was suspended in 0.5 ml of water and 0.4 ml of concentrated sulfuric acid, and the suspension was stirred at 95° C. for 2 hours. The reaction mixture was added with 20 ml of ethyl acetate, sequentially washed with water (×2) and brine, dried over anhydrous magnesium sulfate and the solvent was evaporated, to give 48 mg of the title compound as pale red crystals. Starting materials: CC(CCC(=O)O)C (4-methyl valeric acid), CC(CCCC1=CC=C(C=C1)C#C)C (4-(4-methylpentyl)-phenylethyne), BrC1=CC=CC=C1 (bromobenzene), BrC1=CC=CC=C1 (bromobenzene), [Al+3].[Cl-].[Cl-].[Cl-] (AlCl3), acid chloride, Compound 28, CC(CCCC1=CC=C(C=C1)C#C)C (4-(4-methylpentyl)-phenylethyne). Yields the product O=C(CCC(C)C)C1=CC=C(C=C1)Br (4-(1-oxo-4-methyl-pentyl)bromobenzene). RXN SMILES: CC(C)CCCC1C=CC(C#C)=CC=1.[Br:15][C:16]1[CH:21]=[CH:20][CH:19]=[CH:18][CH:17]=1.[Al+3].[Cl-].[Cl-].[Cl-].[CH3:26][CH:27]([CH3:33])[CH2:28][CH2:29][C:30](O)=[O:31]>>[O:31]=[C:30]([C:19]1[CH:20]=[CH:21][C:16]([Br:15])=[CH:17][CH:18]=1)[CH2:29][CH2:28][CH:27]([CH3:33])[CH3:26] |f:2.3.4.5|. Reported procedure: Reaction Scheme 5 discloses a specific synthetic route to 4-(4-methylpentyl)-phenylethyne (Compound 26). In accordance with this scheme, bromobenzene (Compound 27) is reacted under Friedel Crafts conditions (AlCl3) with the acid chloride (Compound 28) prepared in situ from 4-methyl valeric acid, to yield 4-(1-oxo-4-methyl-pentyl)bromobenzene (Compound 29). Compound 29 is reduced under Wolff-Kishner conditions (KOH, NH2NH2) to yield 4-(4-methylpentyl)bromobenzene (Compound 30). The bromobenzene d... The reactants are Cc1cc(Cl)c(OCCOc2ccc(CC(CNC(=O)OC(C)(C)C)C(=O)N(Cc3ccnc4ccccc34)C3CC3)cc2)c(Cl)c1, ClCCl, Cl. Product: Cc1cc(Cl)c(OCCOc2ccc(CC(CN)C(=O)N(Cc3ccnc4ccccc34)C3CC3)cc2)c(Cl)c1. As a reaction SMILES: [CH:1]1([N:4]([C:5]([CH:6]([CH2:7][NH:8][C:9](=[O:10])[O:11][C:12]([CH3:13])([CH3:14])[CH3:15])[CH2:16][c:17]2[cH:18][cH:19][c:20]([O:23][CH2:24][CH2:25][O:26][c:27]3[c:28]([Cl:35])[cH:29][c:30]([CH3:34])[cH:31][c:32]3[Cl:33])[cH:21][cH:22]2)=[O:36])[CH2:37][c:38]2[cH:39][cH:40][n:41][c:42]3[cH:43][cH:44][cH:45][cH:46][c:47]23)[CH2:2][CH2:3]1.[Cl:49][CH2:50][Cl:51].[ClH:48]>>[CH:1]1([N:4]([C:5]([CH:6]([CH2:7][NH2:8])[CH2:16][c:17]2[cH:18][cH:19][c:20]([O:23][CH2:24][CH2:25][O:26][c:27]3[c:28]([Cl:35])[cH:29][c:30]([CH3:34])[cH:31][c:32]3[Cl:33])[cH:21][cH:22]2)=[O:36])[CH2:37][c:38]2[cH:39][cH:40][n:41][c:42]3[cH:43][cH:44][cH:45][cH:46][c:47]23)[CH2:2][CH2:3]1.